Dataset: the Open Reaction Database (ORD), a public repository of structured organic reaction records. Task: describe an organic reaction: reactants, conditions, products, and yield Reactants: FC(CC(=O)O)(F)F (3,3,3-trifluoropropanoic acid), C(C1=CC=CC=C1)[C@@H]1C[C@H](NC1)C(=O)NC1=CC=C(C=C1)OC1=CC=C(C=C1)F ((2S,4R)-4-benzyl-N-(4-(4-fluorophenoxy)phenyl)pyrrolidine-2-carboxamide). Yields the product Compound 34, C(C1=CC=CC=C1)[C@@H]1C[C@H](N(C1)C(CC(F)(F)F)=O)C(=O)NC1=CC=C(C=C1)OC1=CC=C(C=C1)F ((2S,4R)-4-benzyl-N-(4-(4-fluorophenoxy)phenyl)-1-(3,3,3-trifluoropropanoyl)pyrrolidine-2-carboxamide). Isolated yield 30.6%. RXN SMILES: [F:1][C:2]([F:8])([F:7])[CH2:3][C:4](O)=[O:5].[CH2:9]([C@H:16]1[CH2:20][NH:19][C@H:18]([C:21]([NH:23][C:24]2[CH:29]=[CH:28][C:27]([O:30][C:31]3[CH:36]=[CH:35][C:34]([F:37])=[CH:33][CH:32]=3)=[CH:26][CH:25]=2)=[O:22])[CH2:17]1)[C:10]1[CH:15]=[CH:14][CH:13]=[CH:12][CH:11]=1>>[CH2:9]([C@H:16]1[CH2:20][N:19]([C:4](=[O:5])[CH2:3][C:2]([F:8])([F:7])[F:1])[C@H:18]([C:21]([NH:23][C:24]2[CH:29]=[CH:28][C:27]([O:30][C:31]3[CH:32]=[CH:33][C:34]([F:37])=[CH:35][CH:36]=3)=[CH:26][CH:25]=2)=[O:22])[CH2:17]1)[C:10]1[CH:11]=[CH:12][CH:13]=[CH:14][CH:15]=1. Reported procedure: Proceeding as in Example 1, but substituting 3,3,3-trifluoropropanoic acid and (2S,4R)-4-benzyl-N-(4-(4-fluorophenoxy)phenyl)pyrrolidine-2-carboxamide, gave Compound 34, (2S,4R)-4-benzyl-N-(4-(4-fluorophenoxy)phenyl)-1-(3,3,3-trifluoropropanoyl)pyrrolidine-2-carboxamide (9.2 mg, 30.6%). 1H-NMR (400 MHz, DMSO-D6): σ 9.98 (s, 1H), 7.54 (m, 2H), 7.22 (m, 2H), 7.17 (m, 5H), 6.93 (m, 4H), 4.49 (m, 1H), 3.60 (m, 2H), 3.26 (m, 1H), 2.65 (m, 3H), 1.91 (m, 2H). MS (EI) for C27H24F4N2O3: 501.5 (MH+).